Dataset: the Open Reaction Database (ORD), a public repository of structured organic reaction records. Task: describe an organic reaction: reactants, conditions, products, and yield The reactants are C(C)C1=CC2=C(N(C(N2)=O)CC2=CC=C(C=C2)C=2C(=CC=CC2)C#N)S1 (4′-[(5-ethyl-2-oxo-1,2-dihydro-3H-thieno[2,3-d]imidazol-3-yl)methyl]biphenyl-2-carbonitrile), BrCCC1=CC=CC=C1 ((2-bromoethyl)benzene), CN(C=O)C (N,N-dimethylformamide), [H-].[Na+] (sodium hydride). The solvent is C(C)(=O)OCC (ethyl acetate). Reaction conditions: time 2 hour. Product: C(C)C1=CC2=C(N(C(N2CCC2=CC=CC=C2)=O)CC2=CC=C(C=C2)C=2C(=CC=CC2)C#N)S1 (4′-{[5-ethyl-2-oxo-1-(2-phenylethyl)-1,2-dihydro-3H-thieno[2,3-d]imidazol-3-yl]methyl}biphenyl-2-carbonitrile). Yield: 87.0%. Reaction SMILES: [CH2:1]([C:3]1[S:26][C:6]2[N:7]([CH2:11][C:12]3[CH:17]=[CH:16][C:15]([C:18]4[C:19]([C:24]#[N:25])=[CH:20][CH:21]=[CH:22][CH:23]=4)=[CH:14][CH:13]=3)[C:8](=[O:10])[NH:9][C:5]=2[CH:4]=1)[CH3:2].Br[CH2:28][CH2:29][C:30]1[CH:35]=[CH:34][CH:33]=[CH:32][CH:31]=1.CN(C)C=O.[H-].[Na+]>C(OCC)(=O)C>[CH2:1]([C:3]1[S:26][C:6]2[N:7]([CH2:11][C:12]3[CH:17]=[CH:16][C:15]([C:18]4[C:19]([C:24]#[N:25])=[CH:20][CH:21]=[CH:22][CH:23]=4)=[CH:14][CH:13]=3)[C:8](=[O:10])[N:9]([CH2:28][CH2:29][C:30]3[CH:35]=[CH:34][CH:33]=[CH:32][CH:31]=3)[C:5]=2[CH:4]=1)[CH3:2] |f:3.4|. Procedure details: To a mixture of 4′-[(5-ethyl-2-oxo-1,2-dihydro-3H-thieno[2,3-d]imidazol-3-yl)methyl]biphenyl-2-carbonitrile (0.5 g), (2-bromoethyl)benzene (0.23 mL) and N,N-dimethylformamide (20 mL) was added 60% sodium hydride (0.066 g), and the mixture was stirred at room temperature for 2 hr. The reaction mixture was diluted with ethyl acetate, washed with 5% potassium hydrogensulfate and then saturated brine, and dried over anhydrous magnesium sulfate. The solvent was evaporated under reduced pressure. The ... Reactants: O=C1CCC(=O)N1Br, O=C([O-])O, CS(C)=O, CC(C)=Cc1ccc(C=O)nc1, [Na+], O. Yields the product CC(C)(O)C(O)c1ccc(C=O)nc1. Reaction SMILES: [Br:17][N:18]1[C:19](=[O:20])[CH2:21][CH2:22][C:23]1=[O:24].[C:25](=[O:26])([O-:27])[OH:28].[CH3:13][S:14](=[O:15])[CH3:16].[CH3:1][C:2](=[CH:3][c:4]1[cH:5][cH:6][c:7]([CH:10]=[O:11])[n:8][cH:9]1)[CH3:12].[Na+:29].[OH2:30]>>[CH3:1][C:2]([CH:3]([c:4]1[cH:5][cH:6][c:7]([CH:10]=[O:11])[n:8][cH:9]1)[OH:30])([CH3:12])[OH:15]. The reactants are FC1=C(C=C(C=C1)CCO)[N+](=O)[O-] (2-(4-fluoro-3-nitro-phenyl)ethanol), SCC(=O)O (mercaptoacetic acid), C([O-])([O-])=O.[K+].[K+] (potassium carbonate). The solvent is CN(C=O)C (N,N-dimethylformamide). Conditions: temperature 70 celsius. Product: OCCC1=CC(=C(C=C1)SCC(=O)O)[N+](=O)[O-] ([4-(2-Hydroxy-ethyl)-2-nitro-phenylsulfanyl]-acetic acid). The yield is 59.6%. Reaction SMILES: F[C:2]1[CH:7]=[CH:6][C:5]([CH2:8][CH2:9][OH:10])=[CH:4][C:3]=1[N+:11]([O-:13])=[O:12].[SH:14][CH2:15][C:16]([OH:18])=[O:17].C(=O)([O-])[O-].[K+].[K+]>CN(C)C=O>[OH:10][CH2:9][CH2:8][C:5]1[CH:6]=[CH:7][C:2]([S:14][CH2:15][C:16]([OH:18])=[O:17])=[C:3]([N+:11]([O-:13])=[O:12])[CH:4]=1 |f:2.3.4|. Procedure details: A mixture of 2-(4-fluoro-3-nitro-phenyl)ethanol [RN20274-69-5](1.1 g, 6 mmol), mercaptoacetic acid (0.61 g, 6.6 mmol), potassium carbonate (2.8 g, 20 mmol) and N,N-dimethylformamide (12 ml) was heated at 70° C. for 4 hours. The mixture was poured onto water (200 ml) and the aqueous phase was washed with ethyl acetate. The aqueous phase was then acidified with 1M aqueous hydrochloric acid and extracted three times with dichloromethane. The extracts were dried and evaporated to give an oil (0.92 g... Reactants: C(C)(C)(C)OC(=O)N1CC(C1)(C)OC=1C=C2N3C(C(NN=C3COC2=CC1C)=O)C (3-(4,7-dimethyl-3-oxo-2,3,4,10-tetrahydro-9-oxa-1,2,4a-triaza-phenanthren-6-yloxy)-3-methyl-azetidine-1-carboxylic acid tert-butyl ester), C(=O)(C(F)(F)F)O (TFA). Run in C(Cl)Cl (DCM). Run at time 2 hour. Product: FC(C(=O)O)(F)F.CC1C(NN=C2COC3=CC(=C(C=C3N12)OC1(CNC1)C)C)=O (4,7-dimethyl-6-(3-methyl-azetidin-3-yloxy)-2,10-dihydro-9-oxa-1,2,4a-triaza-phenanthren-3-one trifluoroacetic acid). The yield is 44.0%. As a reaction SMILES: C(OC([N:8]1[CH2:11][C:10]([O:13][C:14]2[CH:15]=[C:16]3[C:25](=[CH:26][C:27]=2[CH3:28])[O:24][CH2:23][C:22]2[N:17]3[CH:18]([CH3:30])[C:19](=[O:29])[NH:20][N:21]=2)([CH3:12])[CH2:9]1)=O)(C)(C)C.[C:31]([OH:37])([C:33]([F:36])([F:35])[F:34])=[O:32]>C(Cl)Cl>[F:34][C:33]([F:36])([F:35])[C:31]([OH:37])=[O:32].[CH3:30][CH:18]1[N:17]2[C:22]([CH2:23][O:24][C:25]3[C:16]2=[CH:15][C:14]([O:13][C:10]2([CH3:12])[CH2:9][NH:8][CH2:11]2)=[C:27]([CH3:28])[CH:26]=3)=[N:21][NH:20][C:19]1=[O:29] |f:3.4|. Reported procedure: To a solution of 3-(4,7-dimethyl-3-oxo-2,3,4,10-tetrahydro-9-oxa-1,2,4a-triaza-phenanthren-6-yloxy)-3-methyl-azetidine-1-carboxylic acid tert-butyl ester (0.024 g, 0.058 mmol) in DCM (2 mL) was added TFA (0.35 mL) and the mixture was stirred at ambient temperature for 2 h. The solvent was removed in vacuo. The residue was purified by preparative HPLC (Table 3, Method 6) to give 4,7-dimethyl-6-(3-methyl-azetidin-3-yloxy)-2,10-dihydro-9-oxa-1,2,4a-triaza-phenanthren-3-one trifluoroacetic acid as a... The reactants are C([O-])([O-])=O.[K+].[K+] (potassium carbonate), ice, BrC1=C(C(=CC=C1)C=COC)C (1-bromo-3-(2-methoxyvinyl)-2-methylbenzene), Intermediate 22. The reagents and catalysts are C(C)(=O)[O-].[Hg+2].C(C)(=O)[O-] (mercury(II) acetate). Solvent: O (water), C1CCOC1 (THF), O (water), O (water), ice water. Conditions: time 2.5 hour. Yields the product BrC=1C(=C(C=CC1)CCO)C (2-(3-Bromo-2-methylphenyl)ethanol). RXN SMILES: [Br:1][C:2]1[CH:7]=[CH:6][CH:5]=[C:4]([CH:8]=[CH:9][O:10]C)[C:3]=1[CH3:12].C(=O)([O-])[O-].[K+].[K+]>C1COCC1.O.C([O-])(=O)C.[Hg+2].C([O-])(=O)C>[Br:1][C:2]1[C:3]([CH3:12])=[C:4]([CH2:8][CH2:9][OH:10])[CH:5]=[CH:6][CH:7]=1 |f:1.2.3,6.7.8|. Procedure details: To an ice-cold solution of 1-bromo-3-(2-methoxyvinyl)-2-methylbenzene [Aromatic Intermediate 22, step a] (1.75 g) in THF (25 mL) was added a solution of mercury(II) acetate (2.95 g) in water (30 mL) and the resulting solution was stirred in ice-water for 2.75 hours. Meanwhile, potassium carbonate (35 g) was dissolved in water (30 mL) and the solution was filtered. Sodium borohydride (1.17 g) was part dissolved/part suspended in 35 mL of the resulting potassium carbonate solution, and added to th... Starting materials: O (water), CC=1C=C(C=CC1SC)O (3-methyl-4-methylmercaptophenol), ClC1=NC=CC(=C1)[N+](=O)[O-] (2-chloro-4-nitropyridine), C(=O)([O-])[O-].[K+].[K+] (K2CO3). Solvent: C(C)#N (acetonitrile). Conditions: time 3 hour. The product is ClC1=NC=CC(=C1)OC1=CC(=C(C=C1)SC)C (2-Chloro-4-(3-methyl-4-methylmercapto-phenoxy)-pyridine). RXN SMILES: [CH3:1][C:2]1[CH:3]=[C:4]([OH:10])[CH:5]=[CH:6][C:7]=1[S:8][CH3:9].[Cl:11][C:12]1[CH:17]=[C:16]([N+]([O-])=O)[CH:15]=[CH:14][N:13]=1.C([O-])([O-])=O.[K+].[K+].O>C(#N)C>[Cl:11][C:12]1[CH:17]=[C:16]([O:10][C:4]2[CH:5]=[CH:6][C:7]([S:8][CH3:9])=[C:2]([CH3:1])[CH:3]=2)[CH:15]=[CH:14][N:13]=1 |f:2.3.4|. Reported procedure: A solution of 17 gm (0.1 mol) of 3-methyl-4-methylmercaptophenol and 15.9 gm (0.1 mol) of 2-chloro-4-nitropyridine in 150 ml of acetonitrile was mixed with 13.8 gm (0.1 mol) of K2CO3 and stirred for 3 hours under reflux. It was then cooled and poured into 300 ml of water. The oil which separated out was separated off and taken up in methylene chloride, and the solution was washed with dilute sodium hydroxide solution and with water. The organic solution was then dried over Na2SO4 and concentrate... The reactants are ClC=1C(=C(C=CC1)NC1=NC=NC2=CC(=C(C=C12)O)OC)F (4-[(3-chloro-2-fluorophenyl)amino]-7-methoxyquinazolin-6-ol), C1(=CC=CC=C1)P(C1=CC=CC=C1)C1=CC=CC=C1 (triphenylphosphine), COC(=O)[C@@H]1N(CC[C@@H](C1)O)C(=O)OC(C)(C)C ((2R,4S)—N-(tert-butoxycarbonyl)-4-hydroxypiperidine-2-carboxylic acid methyl ester), acetone ice. Solvent: C(Cl)Cl (DCM), C(Cl)Cl (DCM). Conditions: time 2 hour. Yields the product ClC=1C(=C(C=CC1)NC1=NC=NC2=CC(=C(C=C12)O[C@H]1C[C@@H](N(CC1)C(=O)OC(C)(C)C)C(=O)OC)OC)F (1-tert-butyl 2-methyl (2R,4R)-4-({4-[(3-chloro-2-fluorophenyl)amino]-7-methoxyquinazolin-6-yl}oxy)piperidine-1,2-dicarboxylate). Isolated yield 62.4%. RXN SMILES: [Cl:1][C:2]1[C:3]([F:22])=[C:4]([NH:8][C:9]2[C:18]3[C:13](=[CH:14][C:15]([O:20][CH3:21])=[C:16]([OH:19])[CH:17]=3)[N:12]=[CH:11][N:10]=2)[CH:5]=[CH:6][CH:7]=1.C1(P(C2C=CC=CC=2)C2C=CC=CC=2)C=CC=CC=1.[CH3:42][O:43][C:44]([C@H:46]1[CH2:51][C@@H:50](O)[CH2:49][CH2:48][N:47]1[C:53]([O:55][C:56]([CH3:59])([CH3:58])[CH3:57])=[O:54])=[O:45]>C(Cl)Cl>[Cl:1][C:2]1[C:3]([F:22])=[C:4]([NH:8][C:9]2[C:18]3[C:13](=[CH:14][C:15]([O:20][CH3:21])=[C:16]([O:19][C@@H:50]4[CH2:49][CH2:48][N:47]([C:53]([O:55][C:56]([CH3:57])([CH3:58])[CH3:59])=[O:54])[C@@H:46]([C:44]([O:43][CH3:42])=[O:45])[CH2:51]4)[CH:17]=3)[N:12]=[CH:11][N:10]=2)[CH:5]=[CH:6][CH:7]=1. Reported procedure: DTAD (7.26 g, 31.5 mmol) dissolved in 50 ml of DCM was added over a period of 10 minutes to a stirred suspension of 4-[(3-chloro-2-fluorophenyl)amino]-7-methoxyquinazolin-6-ol (5.00 g, 15.7 mmol), triphenylphosphine (8.57 g, 62.6 mmol) and (2R,4S)—N-(tert-butoxycarbonyl)-4-hydroxypiperidine-2-carboxylic acid methyl ester (ex ACROS, 5.42 g, 20.9 mmol) in DCM (150 ml) at −15° C. (acetone/ice). The reaction mixture was allowed to warm to room temperature and stirred for 2 hours, concentrated to app... Reactants: ClC=1C=C(C=C(C1)Cl)N1NC(=C(C1=O)C)Cl (1-(3,5-dichlorophenyl)-3-chloro-4-methyl-5-pyrazolone), C([O-])([O-])=O.[K+].[K+] (potassium carbonate), [Na] (sodium), ClC1=CC(=CC=C1)C(=O)OO (m-chloroperbenzoic acid). Solvent: C(C)(=O)OCC (ethyl acetate). Reaction conditions: temperature 0 celsius, time 1 hour. The product is ClC=1C=C(C=C(C1)Cl)N1N=C(C(C1=O)(C)O)Cl (1-(3,5-dichlorophenyl)-3-chloro-4-hydroxy-4-methyl-5-pyrazolone). Yield: 91.7%. RXN SMILES: [Cl:1][C:2]1[CH:3]=[C:4]([N:9]2[C:13](=[O:14])[C:12]([CH3:15])=[C:11]([Cl:16])[NH:10]2)[CH:5]=[C:6]([Cl:8])[CH:7]=1.C(=O)([O-])[O-:18].[K+].[K+].ClC1C=CC=C(C(OO)=O)C=1.[Na]>C(OCC)(=O)C>[Cl:1][C:2]1[CH:3]=[C:4]([N:9]2[C:13](=[O:14])[C:12]([OH:18])([CH3:15])[C:11]([Cl:16])=[N:10]2)[CH:5]=[C:6]([Cl:8])[CH:7]=1 |f:1.2.3,^1:33|. Reported procedure: 1 g of 1-(3,5-dichlorophenyl)-3-chloro-4-methyl-5-pyrazolone, 30 ml of ethyl acetate and 1 g of potassium carbonate were cooled to 0° C. and 0.9 g of 75% m-chloroperbenzoic acid were added. The mixture was stirred for 1 hour at 0° C. and the reaction mixture was poured into ice to which sodium hydrogenosulfite had been added. The mixture was extracted with ethyl acetate and the organic phases were washed with a saturated aqueous solution of sodium bicarbonate, then with a solution of ammonium su... The reactants are CCOC(=O)Cn1cc(-c2ccccc2)n(-c2ccc(Cl)cc2)c1=O, CCO, [Na+], [OH-]. Yields the product O=C(O)Cn1cc(-c2ccccc2)n(-c2ccc(Cl)cc2)c1=O. As a reaction SMILES: [CH2:1]([CH3:2])[O:3][C:4]([CH2:5][n:6]1[c:7](=[O:24])[n:8](-[c:17]2[cH:18][cH:19][c:20]([Cl:23])[cH:21][cH:22]2)[c:9](-[c:11]2[cH:12][cH:13][cH:14][cH:15][cH:16]2)[cH:10]1)=[O:25].[CH3:28][CH2:29][OH:30].[Na+:27].[OH-:26]>>[O:3]=[C:4]([CH2:5][n:6]1[c:7](=[O:24])[n:8](-[c:17]2[cH:18][cH:19][c:20]([Cl:23])[cH:21][cH:22]2)[c:9](-[c:11]2[cH:12][cH:13][cH:14][cH:15][cH:16]2)[cH:10]1)[OH:25].